This data is from the Open Reaction Database (ORD), a public repository of structured organic reaction records. The task is: describe an organic reaction: reactants, conditions, products, and yield The reactants are C(C)(C)(C)OC(NC1=CC(=C(C=C1N)C1=C(C=CC=C1)F)N(C)C)=O ((5-amino-2-dimethylamino-2′-fluoro-biphenyl-4-yl)-carbamic acid tert-butyl ester), C(C)(C)(C)OC(CC(C1=CC(=CC=C1)C1=CC=NC=C1)=O)=O (3-oxo-3-(3-pyridin-4-yl-phenyl)-propionic acid tert-butyl ester). Yields the product C(C)(C)(C)OC(NC1=CC(=C(C=C1NC(CC(C1=CC(=CC=C1)C1=CC=NC=C1)=O)=O)C1=C(C=CC=C1)F)N(C)C)=O ({2-Dimethylamino-2′-fluoro-5-[3-oxo-3-(3-pyridin-4-yl-phenyl)-propionylamino]-biphenyl-4-yl}-carbamic acid tert-butyl ester), solid. Reaction SMILES: [C:1]([O:5][C:6](=[O:25])[NH:7][C:8]1[C:13]([NH2:14])=[CH:12][C:11]([C:15]2[CH:20]=[CH:19][CH:18]=[CH:17][C:16]=2[F:21])=[C:10]([N:22]([CH3:24])[CH3:23])[CH:9]=1)([CH3:4])([CH3:3])[CH3:2].C([O:30][C:31](=O)[CH2:32][C:33](=[O:46])[C:34]1[CH:39]=[CH:38][CH:37]=[C:36]([C:40]2[CH:45]=[CH:44][N:43]=[CH:42][CH:41]=2)[CH:35]=1)(C)(C)C>>[C:1]([O:5][C:6](=[O:25])[NH:7][C:8]1[C:13]([NH:14][C:31](=[O:30])[CH2:32][C:33](=[O:46])[C:34]2[CH:39]=[CH:38][CH:37]=[C:36]([C:40]3[CH:41]=[CH:42][N:43]=[CH:44][CH:45]=3)[CH:35]=2)=[CH:12][C:11]([C:15]2[CH:20]=[CH:19][CH:18]=[CH:17][C:16]=2[F:21])=[C:10]([N:22]([CH3:23])[CH3:24])[CH:9]=1)([CH3:4])([CH3:3])[CH3:2]. Procedure: The title compound was prepared from (5-amino-2-dimethylamino-2′-fluoro-biphenyl-4-yl)-carbamic acid tert-butyl ester (Example J10) (271 mg, 0.78 mmol) and 3-oxo-3-(3-pyridin-4-yl-phenyl)-propionic acid tert-butyl ester (Example K2) (194 mg, 0.65 mmol) according to the general procedure M. Obtained as a yellow solid (316 mg). The reactants are CCCC(=O)Nc1nn(COCC[Si](C)(C)C)c2c(F)c(F)c(Br)cc12, O=C([O-])O, CCCC[N+](CCCC)(CCCC)CCCC, CCOC(C)=O, [F-], [Na+], C1CCOC1. The product is CCCC(=O)Nc1n[nH]c2c(F)c(F)c(Br)cc12. RXN SMILES: [Br:19][c:20]1[cH:21][c:22]2[c:23]([NH:39][C:40]([CH2:41][CH2:42][CH3:43])=[O:44])[n:24][n:25]([CH2:31][O:32][CH2:33][CH2:34][Si:35]([CH3:36])([CH3:37])[CH3:38])[c:26]2[c:27]([F:30])[c:28]1[F:29].[C:51](=[O:52])([O-:53])[OH:54].[CH3:2][CH2:3][CH2:4][CH2:5][N+:6]([CH2:7][CH2:8][CH2:9][CH3:10])([CH2:11][CH2:12][CH2:13][CH3:14])[CH2:15][CH2:16][CH2:17][CH3:18].[CH3:45][CH2:46][O:47][C:48](=[O:49])[CH3:50].[F-:1].[Na+:55].[O:56]1[CH2:57][CH2:58][CH2:59][CH2:60]1>>[Br:19][c:20]1[cH:21][c:22]2[c:23]([NH:39][C:40]([CH2:41][CH2:42][CH3:43])=[O:44])[n:24][nH:25][c:26]2[c:27]([F:30])[c:28]1[F:29]. Reactants: CC(CC1=CC=C(C=C1)[N+](=O)[O-])(C)NC(CC)=O (N-[1,1-dimethyl-2-(4-nitro-phenyl)-ethyl]-propionamide). The reagents and catalysts are [Pd] (palladium on charcoal). Run in CO (methanol). Product: NC1=CC=C(C=C1)CC(C)(C)NC(CC)=O (N-[2-(4-Amino-phenyl)-1,1-dimethyl-ethyl]-propionamide). Isolated yield 90.8%. Reaction SMILES: [CH3:1][C:2]([NH:14][C:15](=[O:18])[CH2:16][CH3:17])([CH3:13])[CH2:3][C:4]1[CH:9]=[CH:8][C:7]([N+:10]([O-])=O)=[CH:6][CH:5]=1>[Pd].CO>[NH2:10][C:7]1[CH:6]=[CH:5][C:4]([CH2:3][C:2]([NH:14][C:15](=[O:18])[CH2:16][CH3:17])([CH3:13])[CH3:1])=[CH:9][CH:8]=1. Reported procedure: A mixture of N-[1,1-dimethyl-2-(4-nitro-phenyl)-ethyl]-propionamide (1 g, 4 mmol) and 10% palladium on charcoal (100 mg) in methanol (50 ml) was hydrogenated at atmospheric pressure. After filtration the solvent was evaporated and the residue dissolved in ethyl acetate. The solution was dried over MgSO4, filtered, and the solvent evaporated under reduced pressure to give the product as a yellow oil (800 mg, 91%). Starting materials: O=C1NC2=C(C3=CN=CC=C13)C=CC(=C2)C(=O)OC (Methyl 5-oxo-5,6-dihydrobenzo[c][2,6]naphthyridine-8-carboxylate), P(=O)(Cl)(Cl)Cl (phosphorus oxychloride). Reaction conditions: time 2 hour. The product is ClC1=NC2=C(C3=CN=CC=C13)C=CC(=C2)C(=O)OC (methyl 5-chlorobenzo[c][2,6]naphthyridine-8-carboxylate). Reaction SMILES: O=[C:2]1[C:11]2[C:6](=[CH:7][N:8]=[CH:9][CH:10]=2)[C:5]2[CH:12]=[CH:13][C:14]([C:16]([O:18][CH3:19])=[O:17])=[CH:15][C:4]=2[NH:3]1.P(Cl)(Cl)([Cl:22])=O>>[Cl:22][C:2]1[C:11]2[C:6](=[CH:7][N:8]=[CH:9][CH:10]=2)[C:5]2[CH:12]=[CH:13][C:14]([C:16]([O:18][CH3:19])=[O:17])=[CH:15][C:4]=2[N:3]=1. Reported procedure: Methyl 5-oxo-5,6-dihydrobenzo[c][2,6]naphthyridine-8-carboxylate (200 mg, 0.787 mmol) was combined with phosphorus oxychloride (1 mL) and heated to reflux. After 2 hours, LCMS indicated the absence of any starting material. The volatiles were removed under reduced pressure. The residue was taken up in dichloromethane (50 mL) and washed twice with saturated aqueous sodium bicarbonate. The organic phase was dried over sodium sulfate and concentrated on a rotary evaporator to give methyl 5-chlorobe... The reactants are p-formaldehyde, C(C)(=O)C=1C=NN(C1C)C1=NC=CC=C1Cl (4-acetyl-1-(3-chloro-2-pyridyl)-5-methylpyrazole), FC=1C=C(C=C(C1)F)N1CCNCC1 (1-(3,5-difluorophenyl)piperazine), Cl.C(C)O (hydrochloric acid ethanol), p-formaldehyde, C(O)([O-])=O.[Na+] (sodium hydrogencarbonate). Run in C(C)O (ethanol). Run at time 21 hour. The product is Cl.ClC=1C(=NC=CC1)N1N=CC(=C1C)\C=C\CN1CCN(CC1)C1=CC(=CC(=C1)F)F (1-[1-(3-Chloro-2-pyridyl)-5-methyl-4-pyrazolyl]-3-[4-(3,5-difluorophenyl)-1-piperazinyl]-1-trans-propene Hydrochloride). As a reaction SMILES: [C:1]([C:4]1[CH:5]=[N:6][N:7]([C:10]2[C:15]([Cl:16])=[CH:14][CH:13]=[CH:12][N:11]=2)[C:8]=1[CH3:9])(=O)[CH3:2].[F:17][C:18]1[CH:19]=[C:20]([N:25]2[CH2:30][CH2:29][NH:28][CH2:27][CH2:26]2)[CH:21]=[C:22]([F:24])[CH:23]=1.Cl.[CH2:32](O)C.C(=O)([O-])O.[Na+]>C(O)C>[ClH:16].[Cl:16][C:15]1[C:10]([N:7]2[C:8]([CH3:9])=[C:4](/[CH:1]=[CH:2]/[CH2:32][N:28]3[CH2:29][CH2:30][N:25]([C:20]4[CH:19]=[C:18]([F:17])[CH:23]=[C:22]([F:24])[CH:21]=4)[CH2:26][CH2:27]3)[CH:5]=[N:6]2)=[N:11][CH:12]=[CH:13][CH:14]=1 |f:2.3,4.5,7.8|. Procedure details: In 40 ml of absolute ethanol was dissolved 0.72 g of 4-acetyl-1-(3-chloro-2-pyridyl)-5-methylpyrazole, and 1.38 g of 1-(3,5-difluorophenyl)piperazine, 7 ml of a 1N hydrochloric acid/ethanol solution, and 0.917 g of p-formaldehyde were added thereto, followed by refluxing for 20 hours. To the reaction mixture was further added 0.917 g of p-formaldehyde, followed by refluxing for 50 hours. After the reaction mixture was allowed to stand at room temperature for 21 hours, a saturated aqeous solution... Starting materials: COc1ccc(CNc2nc3ccc(OC)cc3nc2OC)c(OC)c1, ClCCl, O=C(O)C(F)(F)F. RXN SMILES: [CH3:1][O:2][c:3]1[c:4]([NH:15][CH2:16][c:17]2[cH:18][cH:19][c:20]([O:21][CH3:22])[cH:23][c:24]2[O:25][CH3:26])[n:5][c:6]2[cH:7][cH:8][c:9]([O:13][CH3:14])[cH:10][c:11]2[n:12]1.[Cl:34][CH2:35][Cl:36].[OH:27][C:28]([C:29]([F:30])([F:31])[F:32])=[O:33]>>[CH3:1][O:2][c:3]1[c:4]([NH2:15])[n:5][c:6]2[cH:7][cH:8][c:9]([O:13][CH3:14])[cH:10][c:11]2[n:12]1. Product: COc1ccc2nc(N)c(OC)nc2c1. Starting materials: CC=1SC(=C(N1)C1=CC(=CC=C1)C#N)C(=O)OC (2-methyl-4-(3-cyanophenyl)-5-carbomethoxythiazole), O (water), O.[OH-].[Li+] (lithium hydroxide monohydrate). The solvent is O1CCCC1 (tetrahydrofuran). Run at time 16 hour. Yields the product CC=1SC(=C(N1)C1=CC(=CC=C1)C#N)C(=O)O (2-methyl-4-(3-cyanophenyl)-5-carboxythiazole). Yield: 99.0%. RXN SMILES: [CH3:1][C:2]1[S:3][C:4]([C:15]([O:17]C)=[O:16])=[C:5]([C:7]2[CH:12]=[CH:11][CH:10]=[C:9]([C:13]#[N:14])[CH:8]=2)[N:6]=1.O.O.[OH-].[Li+]>O1CCCC1>[CH3:1][C:2]1[S:3][C:4]([C:15]([OH:17])=[O:16])=[C:5]([C:7]2[CH:12]=[CH:11][CH:10]=[C:9]([C:13]#[N:14])[CH:8]=2)[N:6]=1 |f:2.3.4|. Procedure details: To a solution of of 2-methyl-4-(3-cyanophenyl)-5-carbomethoxythiazole from Example 9, Part A (0.96 g, 3.7 mmol) in 20 mL of tetrahydrofuran and 10 mL of water was added lithium hydroxide monohydrate (0.31 g, 7.4 mmol). The resulting mixture was stirred at room temperature for 16 h. The mixture was-concentrated in vacuo, diluted with H2O and saturated aqueous NaHCO3 and extracted with hexane. The organic layer was discarded and the aqueous layer was acidified and extracted twice with ethyl acetat...